Dataset: the Open Reaction Database (ORD), a public repository of structured organic reaction records. Task: describe an organic reaction: reactants, conditions, products, and yield Reactants: BrC1=C(C=NN1C(C)(C)C)C=1SC=C(N1)CC(=O)NCC1CCOCC1 (2-(2-(5-bromo-1-tert-butyl-1H-pyrazol-4-yl)thiazol-4-yl)-N-((tetrahydro-2H-pyran-4-yl)methyl)acetamide), C(C)(C)OC1=CC=C(C=C1)B(O)O ((4-isopropoxyphenyl)boronic acid). The product is C(C)(C)(C)N1N=CC(=C1C1=CC=C(C=C1)OC(C)C)C=1SC=C(N1)CC(=O)NCC1CCOCC1 (2-(2-{1-tert-butyl-5-[4-(1-methylethoxy)phenyl]-1H-pyrazol-4-yl}-1,3-thiazol-4-yl)-N-(tetrahydro-2H-pyran-4-ylmethyl)acetamide). As a reaction SMILES: Br[C:2]1[N:6]([C:7]([CH3:10])([CH3:9])[CH3:8])[N:5]=[CH:4][C:3]=1[C:11]1[S:12][CH:13]=[C:14]([CH2:16][C:17]([NH:19][CH2:20][CH:21]2[CH2:26][CH2:25][O:24][CH2:23][CH2:22]2)=[O:18])[N:15]=1.[CH:27]([O:30][C:31]1[CH:36]=[CH:35][C:34](B(O)O)=[CH:33][CH:32]=1)([CH3:29])[CH3:28]>>[C:7]([N:6]1[C:2]([C:34]2[CH:35]=[CH:36][C:31]([O:30][CH:27]([CH3:29])[CH3:28])=[CH:32][CH:33]=2)=[C:3]([C:11]2[S:12][CH:13]=[C:14]([CH2:16][C:17]([NH:19][CH2:20][CH:21]3[CH2:26][CH2:25][O:24][CH2:23][CH2:22]3)=[O:18])[N:15]=2)[CH:4]=[N:5]1)([CH3:10])([CH3:9])[CH3:8]. Procedure details: Using 2-(2-(5-bromo-1-tert-butyl-1H-pyrazol-4-yl)thiazol-4-yl)-N-((tetrahydro-2H-pyran-4-yl)methyl)acetamide and (4-isopropoxyphenyl)boronic acid and by reaction and purification in the same manner as in the method described in Example 43, the title compound was obtained. Reactants: ClC1=C(C(=O)C2=C(C=C(C=C2)OC)C)C(=CC=C1)Cl (2,6-Dichloro-4'-methoxy-2'-methyl-benzophenone), [N+](=O)(O)[O-] (nitric acid). Run in O (water). Run at temperature 80 celsius, time 1 hour. Product: ClC1=C(C(=O)C2=C(C=C(C(=C2)[N+](=O)[O-])OC)C)C(=CC=C1)Cl (2,6-Dichloro-5'-nitro-4'-methoxy-2'methyl-benzophenone). RXN SMILES: [Cl:1][C:2]1[CH:18]=[CH:17][CH:16]=[C:15]([Cl:19])[C:3]=1[C:4]([C:6]1[CH:11]=[CH:10][C:9]([O:12][CH3:13])=[CH:8][C:7]=1[CH3:14])=[O:5].[N+:20]([O-])([OH:22])=[O:21]>O>[Cl:1][C:2]1[CH:18]=[CH:17][CH:16]=[C:15]([Cl:19])[C:3]=1[C:4]([C:6]1[CH:11]=[C:10]([N+:20]([O-:22])=[O:21])[C:9]([O:12][CH3:13])=[CH:8][C:7]=1[CH3:14])=[O:5]. Procedure details: 2,6-Dichloro-4'-methoxy-2'-methyl-benzophenone (0.75 g; 2.5 mmol) is added to nitric acid (10 ml; 65%). The mixture is stirred at 80° C. for 1hour. After addition of water the reaction product crystallises and is chromatographically purified (flash column filled with 30 g of silicagel, elution with toluene). White crystals (0.35 g; 41% y); mp. 156°-160° C. Starting materials: C(Cl)Cl.C(=O)(C(F)(F)F)O (DCM TFA), OC1=C2C=3C(=CN(C3C=C1)S(=O)(=O)C1=CC=CC=C1)CCN(C2C)C(=O)OC(C)(C)C (tert-butyl 7-hydroxy-6-methyl-1-(phenylsulfonyl)-1,3,4,6-tetrahydro-5H-azepino[5,4,3-cd]indole-5-carboxylate), Intermediate 15. Reaction conditions: time 1 hour. The product is CC1NCCC2=CN(C3=CC=C(C1=C23)O)S(=O)(=O)C2=CC=CC=C2 (6-Methyl-1-(phenylsulfonyl)-3,4,5,6-tetrahydro-1H-azepino[5,4,3-cd]indol-7-ol). As a reaction SMILES: C(Cl)Cl.C(O)(C(F)(F)F)=O.[OH:11][C:12]1[CH:20]=[CH:19][C:18]2[N:17]([S:21]([C:24]3[CH:29]=[CH:28][CH:27]=[CH:26][CH:25]=3)(=[O:23])=[O:22])[CH:16]=[C:15]3[CH2:30][CH2:31][N:32](C(OC(C)(C)C)=O)[CH:33]([CH3:34])[C:13]=1[C:14]=23>>[CH3:34][CH:33]1[C:13]2=[C:14]3[C:18](=[CH:19][CH:20]=[C:12]2[OH:11])[N:17]([S:21]([C:24]2[CH:29]=[CH:28][CH:27]=[CH:26][CH:25]=2)(=[O:23])=[O:22])[CH:16]=[C:15]3[CH2:30][CH2:31][NH:32]1 |f:0.1|. Reported procedure: A 50/50 mixture of DCM/TFA (1 mL) was added to tert-butyl 7-hydroxy-6-methyl-1-(phenylsulfonyl)-1,3,4,6-tetrahydro-5H-azepino[5,4,3-cd]indole-5-carboxylate, Intermediate 15 (16 mg, 0.036 mmol) and the mixture was stirred at room temperature for one hour. The solvent was evaporated at reduced pressure and the crude product was purified by preparative HPLC (Xterra C18, 10 mM NH4CO3 (pH 10)-CH3CN) to give 6.9 mg of the title compound. MS m/z 343 [M+H]+. Reaction SMILES: [C:1](=[O:2])([c:3]1[cH:4][cH:5][cH:6][cH:7][cH:8]1)[NH:9][C:10](=[S:11])[NH:12][c:13]1[cH:14][c:15]2[c:16]([cH:27][cH:28]1)[NH:17][c:18]1[c:19]([cH:23][cH:24][cH:25][cH:26]1)[NH:20][C:21]2=[O:22].[CH3:31][OH:32].[Na+:30].[O:33]1[CH2:34][CH2:35][CH2:36][CH2:37]1.[OH-:29].[OH2:38]>>[NH2:9][C:10](=[S:11])[NH:12][c:13]1[cH:14][c:15]2[c:16]([cH:27][cH:28]1)[NH:17][c:18]1[c:19]([cH:23][cH:24][cH:25][cH:26]1)[NH:20][C:21]2=[O:22]. Starting materials: O=C(NC(=S)Nc1ccc2c(c1)C(=O)Nc1ccccc1N2)c1ccccc1, CO, [Na+], C1CCOC1, [OH-], O. Product: NC(=S)Nc1ccc2c(c1)C(=O)Nc1ccccc1N2.